From a dataset of the Open Reaction Database (ORD), a public repository of structured organic reaction records. describe an organic reaction: reactants, conditions, products, and yield Reactants: N(O)=C1OCCSC1(C)C (2-oximino-3,3-dimethyl-1,4-oxathiane), CN=C=O (methyl isocyanate), C(C)(=O)[O-].C(C)(=O)[O-].C(CCC)[Sn+2]CCCC (dibutyltin diacetate). Reagents/catalysts: CCOCC (ether). The product is CNC(=O)ON=C1OCCSC1(C)C (2-(methylcarbamoyloximino)-3,3-dimethyl-1,4-oxathiane). Reaction SMILES: [N:1](=[C:3]1[C:8]([CH3:10])([CH3:9])[S:7][CH2:6][CH2:5][O:4]1)[OH:2].[CH3:11][N:12]=[C:13]=[O:14].C([O-])(=O)C.C([O-])(=O)C.C([Sn+2]CCCC)CCC>CCOCC>[CH3:11][NH:12][C:13]([O:2][N:1]=[C:3]1[C:8]([CH3:10])([CH3:9])[S:7][CH2:6][CH2:5][O:4]1)=[O:14] |f:2.3.4|. Reported procedure: A quantity of 3.2 grams of crude 2-oximino-3,3-dimethyl-1,4-oxathiane was caused to react with 4 ml of methyl isocyanate in 75 ml of ether containing 5 drops of dibutyltin diacetate at room temperature for twenty hours. The excess methyl isocyanate and solvent were evaporated, and the residue taken up in ethyl acetate. After rinsing this solution with 100 ml of saturated brine and back-extraction with 100 ml of ethyl acetate, the combined organic solutions were dried over magnesium sulfate, filt... Reactants: BrCC1=CC=C(S1)C=1OC2=C(N1)C=C(C=C2)[N+](=O)[O-] (2-(5-Bromomethyl-2-thienyl)-5-nitrobenzoxazole), N1CCOCC1 (morpholine). Run in C1=CC=CC=C1 (benzene). The product is N1(CCOCC1)CC1=CC=C(S1)C=1OC2=C(N1)C=C(C=C2)[N+](=O)[O-] (2-[5-(4-Morpholinylmethyl)-2-thienyl]-5-nitrobenzoxazole). Yield: 91.7%. RXN SMILES: Br[CH2:2][C:3]1[S:7][C:6]([C:8]2[O:9][C:10]3[CH:16]=[CH:15][C:14]([N+:17]([O-:19])=[O:18])=[CH:13][C:11]=3[N:12]=2)=[CH:5][CH:4]=1.[NH:20]1[CH2:25][CH2:24][O:23][CH2:22][CH2:21]1>C1C=CC=CC=1>[N:20]1([CH2:2][C:3]2[S:7][C:6]([C:8]3[O:9][C:10]4[CH:16]=[CH:15][C:14]([N+:17]([O-:19])=[O:18])=[CH:13][C:11]=4[N:12]=3)=[CH:5][CH:4]=2)[CH2:25][CH2:24][O:23][CH2:22][CH2:21]1. Procedure: 2-(5-Bromomethyl-2-thienyl)-5-nitrobenzoxazole (2.0 g, 0.006 mole) and morpholine (2.6 g, 0.03 mole) are dissolved in 100 ml of benzene and heated at reflux for 36 hours. The precipitated morpholine hydrobromide is removed by filtration and the benzene is evaporated yielding an oil. Crystallization from ethanol yields 1.9 g of product, melting point 149°-151°C. Starting materials: C(#N)C1=C(C=C(C=C1)C(CC=C)N1C(=NC=C1)C)F ((±)-1-[1-(4-Cyano-3-fluorophenyl)-3-buten-1-yl]-2-methylimidazole), C12CCCC(CCC1)B2 (9-borabicyclo[3.3.1]nonane), C(=O)(O)[O-].[Na+] (NaHCO3), OO (H2O2). Solvent: C1CCOC1 (THF), C1CCOC1 (THF). The product is C(#N)C1=C(C=C(C=C1)C(CCCO)N1C(=NC=C1)C)F ((±)-1-[1-(4-Cyano-3-fluorophenyl)-4-hydroxy-1-butyl]-2-methylimidazole). Procedure details: To a solution of the olefin from Step J (1.303 g, 5.11 mmol) in 10 mL of THF at 0° C. was added a solution of 9-borabicyclo[3.3.1]nonane in THF (50 mL, 25.5 mmol, 0.5 M). After one hour, the reaction was warmed to room temperature for 3 hours, then recooled to 0° C. A solution (20 mL) of sat. aq. NaHCO3 and 30% aq. H2O2 (2:1) was added, and the reaction was warmed to room temperature. After 30 minutes, the mixture was partitioned between CHCl3 and aq. NaHCO3 solution, and the aqueous phase was e... Reaction conditions: time 1 hour. RXN SMILES: [C:1]([C:3]1[CH:8]=[CH:7][C:6]([CH:9]([N:13]2[CH:17]=[CH:16][N:15]=[C:14]2[CH3:18])[CH2:10][CH:11]=[CH2:12])=[CH:5][C:4]=1[F:19])#[N:2].C12BC(CCC1)CCC2.C([O-])(O)=[O:30].[Na+].OO>C1COCC1>[C:1]([C:3]1[CH:8]=[CH:7][C:6]([CH:9]([N:13]2[CH:17]=[CH:16][N:15]=[C:14]2[CH3:18])[CH2:10][CH2:11][CH2:12][OH:30])=[CH:5][C:4]=1[F:19])#[N:2] |f:2.3|. The reactants are C(C(=C)C)(=O)OC12CC3(CC(CC(C1)C3)C2)O (3-Hydroxyadamantyl methacrylate), C(C)(=O)OC1=CC=C(C=C)C=C1 (4-acetoxystyrene). Product: C(C(=C)C)(=O)OC12CC3(CC(CC(C1)C3)C2)O.C(=C)C1=C(C=CC=C1)O (3-hydroxyadamantyl methacrylate vinylphenol). RXN SMILES: [C:1]([O:6][C:7]12[CH2:16][CH:11]3[CH2:12][CH:13]([CH2:15][C:9]([OH:17])([CH2:10]3)[CH2:8]1)[CH2:14]2)(=[O:5])[C:2]([CH3:4])=[CH2:3].C(O[C:22]1[CH:29]=[CH:28][C:25]([CH:26]=[CH2:27])=[CH:24][CH:23]=1)(=O)C>>[C:1]([O:6][C:7]12[CH2:14][CH:13]3[CH2:12][CH:11]([CH2:10][C:9]([OH:17])([CH2:15]3)[CH2:8]1)[CH2:16]2)(=[O:5])[C:2]([CH3:4])=[CH2:3].[CH:26]([C:25]1[CH:28]=[CH:29][CH:22]=[CH:23][C:24]=1[OH:5])=[CH2:27] |f:2.3|. Procedure: 3-Hydroxyadamantyl methacrylate and 4-acetoxystyrene were charged at a charge ratio of 2:8 to synthesize a base resin. The resin obtained was treated with an alkali solution to cause soluvolysis of the acetyl group, thereby obtaining a 3-hydroxyadamantyl methacrylate-vinylphenol copolymer (molecular weight: 4,500). To polyvinylphenol produced by Maruzen Sekiyu, 15 wt % of the copolymer obtained was added and the mixture was dissolved in PGMEA (propylene glycol methyl ether acetate). To this solu... Reactants: CC(C)(C)OC(=O)N1CCCC(C(=O)O)C1, CCOC(=O)CCN, C1CCOC1, CN1CCOCC1, CCOC(C)=O, COc1nc(Cl)nc(OC)n1, Cl. Yields the product CCOC(=O)CCNC(=O)C1CCCN(C(=O)OC(C)(C)C)C1. RXN SMILES: [C:1]([CH3:2])([CH3:3])([CH3:4])[O:5][C:6](=[O:7])[N:8]1[CH2:9][CH:10]([C:14](=[O:15])[OH:16])[CH2:11][CH2:12][CH2:13]1.[CH2:36]([CH3:37])[O:38][C:39]([CH2:40][CH2:41][NH2:42])=[O:43].[CH2:50]1[O:51][CH2:52][CH2:53][CH2:54]1.[CH3:28][N:29]1[CH2:30][CH2:31][O:32][CH2:33][CH2:34]1.[CH3:44][CH2:45][O:46][C:47](=[O:48])[CH3:49].[Cl:17][c:18]1[n:19][c:20]([O:21][CH3:22])[n:23][c:24]([O:25][CH3:26])[n:27]1.[ClH:35]>>[C:1]([CH3:2])([CH3:3])([CH3:4])[O:5][C:6](=[O:7])[N:8]1[CH2:9][CH:10]([C:14](=[O:16])[NH:42][CH2:41][CH2:40][C:39]([O:38][CH2:36][CH3:37])=[O:43])[CH2:11][CH2:12][CH2:13]1. Reactants: C(C)(C)(C)OC(C1=C(C=C(C(=C1)Cl)N)F)=O (4-Amino-5-chloro-2-fluorobenzoic acid tert-butyl ester), C(C)(C)(C)OC(C1=C(C=C(C(=C1)Cl)N)F)=O (4-Amino-5-chloro-2-fluorobenzoic acid tert-butyl ester), FC(C(=O)O)(F)F (trifluoroacetic acid). The solvent is C(Cl)Cl (DCM). Conditions: time 1 hour. The product is NC1=CC(=C(C(=O)O)C=C1Cl)F (4-amino-5-chloro-2-fluorobenzoic acid). The yield is 105.8%. Reaction SMILES: C([O:5][C:6](=[O:16])[C:7]1[CH:12]=[C:11]([Cl:13])[C:10]([NH2:14])=[CH:9][C:8]=1[F:15])(C)(C)C.FC(F)(F)C(O)=O>C(Cl)Cl>[NH2:14][C:10]1[C:11]([Cl:13])=[CH:12][C:7]([C:6]([OH:16])=[O:5])=[C:8]([F:15])[CH:9]=1. Procedure: 4-Amino-5-chloro-2-fluorobenzoic acid tert-butyl ester (Intermediate 177; 3.0 g, 12.21 mmol) was dissolved in DCM (75 mL) and trifluoroacetic acid (25 mL) added. The mixture was stirred for 1 hour at room temperature and then concentrated to yield the title compound as a pale yellow solid (2.45 g, 100%). Reactants: Cl (HCl), [OH-].[K+] (KOH), C(C1=CC=CC=C1)OC1=CC=C(C=C1)C(C=O)C1=C(C=CC=C1)F (2-(4-(Benzyloxy)phenyl)-2-(2-fluorophenyl)acetaldehyde), C(=C)C(=O)C (methyl vinyl ketone). Solvent: CCOCC (Ether), CCO (EtOH), C1CCOC1 (THF). Run at time 8 hour. Yields the product C(C1=CC=CC=C1)OC1=CC=C(C=C1)C1(C=CC(CC1)=O)C1=C(C=CC=C1)F (4-(4-(Benzyloxy)phenyl)-4-(2-fluorophenyl)cyclohex-2-enone). Yield: 98.2%. RXN SMILES: [OH-].[K+].[CH2:3]([O:10][C:11]1[CH:16]=[CH:15][C:14]([CH:17]([C:20]2[CH:25]=[CH:24][CH:23]=[CH:22][C:21]=2[F:26])[CH:18]=O)=[CH:13][CH:12]=1)[C:4]1[CH:9]=[CH:8][CH:7]=[CH:6][CH:5]=1.[CH:27]([C:29]([CH3:31])=[O:30])=[CH2:28].Cl>CCO.C1COCC1.CCOCC>[CH2:3]([O:10][C:11]1[CH:12]=[CH:13][C:14]([C:17]2([C:20]3[CH:25]=[CH:24][CH:23]=[CH:22][C:21]=3[F:26])[CH2:18][CH2:31][C:29](=[O:30])[CH:27]=[CH:28]2)=[CH:15][CH:16]=1)[C:4]1[CH:5]=[CH:6][CH:7]=[CH:8][CH:9]=1 |f:0.1|. Procedure details: A solution of KOH (110 mg, 2.0 mmol) in EtOH (3 mL) was added at 0° C. to a stirred solution of 4 (2.52 g, 7.9 mmol) and methyl vinyl ketone (0.61 g, 8.7 mmol) in THF (60 mL). The resulting mixture was stirred at room temperature overnight. Ether (200 mL) and HCl (50 mL, 10% aqueous solution) were added. The organic phase was washed with HCl (50 mL, 10% aqueous solution), H2O (50 mL), NaHCO3 (50 mL, saturated aqueous solution), dried over Na2SO4 and evaporated under reduced pressure. The crude m...